This data is from the Open Reaction Database (ORD), a public repository of structured organic reaction records. The task is: describe an organic reaction: reactants, conditions, products, and yield Starting materials: COC=1C(C=C(C(C1)=N)OC)=N (2,5-dimethoxy benzoquinone diimine), NC=1C=C(C(=CC1)C)O (3-amino-6-methyl phenol). Solvent: O (water), O (water), N (ammonia). Run at time 20 minute. The product is C1=CC(=O)C=CC1=NC2=CC=C(C=C2)N (indoaniline). The yield is 3.2%. Reaction SMILES: N[C:2]1[CH:3]=[C:4]([OH:9])[C:5](C)=[CH:6][CH:7]=1.CO[C:12]1[C:13](=[NH:21])[CH:14]=[C:15](OC)[C:16](=[NH:18])[CH:17]=1>O.N>[CH:2]1[C:7](=[N:18][C:16]2[CH:17]=[CH:12][C:13]([NH2:21])=[CH:14][CH:15]=2)[CH:6]=[CH:5][C:4](=[O:9])[CH:3]=1. Procedure details: 0.02 mole (0.246 g) 3-amino-6-methyl phenol is dissolved in 30 cc water to which 5 cc ammonia 22° Be were added. To this solution there is added 0.02 mole (0.332 g) 2,5-dimethoxy benzoquinone diimine from the first stage in solution in 60 cc water. The mixture is agitated for 20 minutes. Thereafter the reaction mixture is filtered off, yielding 0.125 g of said indoaniline which exhibits a melting point of 104°. The reactants are C1(CC1)N1C=C(C(C2=C(C(=C(C(=C12)F)F)F)F)=O)C(=O)O (1-cyclopropyl-5,6,7,8-tetrafluoro-1,4-dihydro-4-oxoquinoline-3-carboxylic acid), C1CCC2=NCCCN2CC1 (DBU), 40, FC1NCC2=CC=CC=C12 (fluoroisoindoline). Solvent: CN(C)C=O (DMF). Yields the product FC1=C2CN(CC2=CC=C1)C1=C(C(=C2C(C(=CN(C2=C1F)C1CC1)C(=O)O)=O)F)F (7-(4-fluoro-2-isoindolinyl)-1-cyclopropyl-5,6,8-trifluoro-1,4-dihydro-4-oxoquinoline-3-carboxylic acid). As a reaction SMILES: [CH:1]1([N:4]2[C:13]3[C:8](=[C:9]([F:17])[C:10]([F:16])=[C:11](F)[C:12]=3[F:14])[C:7](=[O:18])[C:6]([C:19]([OH:21])=[O:20])=[CH:5]2)[CH2:3][CH2:2]1.[F:22]C1C2C(=CC=CC=2)CN1.[CH2:32]1[CH2:42][CH2:41][N:40]2C(=N[CH2:37][CH2:38][CH2:39]2)[CH2:34][CH2:33]1>CN(C=O)C>[F:22][C:32]1[CH:33]=[CH:34][CH:37]=[C:38]2[C:42]=1[CH2:41][N:40]([C:11]1[C:12]([F:14])=[C:13]3[C:8]([C:7](=[O:18])[C:6]([C:19]([OH:21])=[O:20])=[CH:5][N:4]3[CH:1]3[CH2:2][CH2:3]3)=[C:9]([F:17])[C:10]=1[F:16])[CH2:39]2. Procedure details: 210 mg of 1-cyclopropyl-5,6,7,8-tetrafluoro-1,4-dihydro-4-oxoquinoline-3-carboxylic acid, 106 mg of 40 fluoroisoindoline, 213 mg of DBU, and 1.5 ml of anhydrous DMF were processed in the same manner as in Example 20 to produce 35 mg of the target compound. Yields the product C(CCC)SC1=CC=2C(=CC=3C(NC(C3C2)=N)=N)C=C1 (6-n-butylthio-1,3-diiminobenz[f]isoindoline). Reported procedure: In an atmosphere of nitrogen, 30.0 g (0.11 mole) of 6-n-butylthio-2,3-dicyanonaphthalene was added to a solution of sodium methoxide in methanol prepared by adding 1.46 g (64 mmoles) of metallic sodium in 5 portions to 350 ml of anhydrous methanol. While thoroughly stirring the mixture, anhydrous ammonia gas was slowly bubbled at room temperature over a period of about one hour. Then, the mixture was refluxed for about 3 hours, while bubbling anhydrous ammonia gas. After cooling, the yellow soli... Solvent: CO (methanol), CO (methanol). As a reaction SMILES: [CH2:1]([S:5][C:6]1[CH:7]=[C:8]2[C:13](=[CH:14][CH:15]=1)[CH:12]=[C:11]([C:16]#[N:17])[C:10]([C:18]#[N:19])=[CH:9]2)[CH2:2][CH2:3][CH3:4].C[O-].[Na+].[Na].[NH3:24]>CO>[CH2:1]([S:5][C:6]1[CH:15]=[CH:14][C:13]2=[CH:12][C:11]3[C:16](=[NH:24])[NH:17][C:18](=[NH:19])[C:10]=3[CH:9]=[C:8]2[CH:7]=1)[CH2:2][CH2:3][CH3:4] |f:1.2,^1:22|. The reactants are [Na] (sodium), N (ammonia), C(CCC)SC=1C=C2C=C(C(=CC2=CC1)C#N)C#N (6-n-butylthio-2,3-dicyanonaphthalene), C[O-].[Na+] (sodium methoxide). Starting materials: CC(C)Oc1ccc(-c2nnc(-c3cccc4c3CCC4N(C(=O)[O-])C(C)(C)C)s2)cc1C#N, C1COCCO1, CCOCC, Cl. Product: Cl, CC(C)Oc1ccc(-c2nnc(-c3cccc4c3CCC4N)s2)cc1C#N. Reaction SMILES: [C:1]([N:5]([C:2](=[O:3])[O-:4])[CH:9]1[CH2:10][CH2:11][c:12]2[c:13](-[c:18]3[s:19][c:20](-[c:23]4[cH:24][c:25]([C:33]#[N:34])[c:26]([O:29][CH:30]([CH3:31])[CH3:32])[cH:27][cH:28]4)[n:21][n:22]3)[cH:14][cH:15][cH:16][c:17]21)([CH3:6])([CH3:7])[CH3:8].[CH2:36]1[O:37][CH2:38][CH2:39][O:40][CH2:41]1.[CH3:42][CH2:43][O:44][CH2:45][CH3:46].[ClH:35]>>[ClH:35].[NH2:5][CH:9]1[CH2:10][CH2:11][c:12]2[c:13](-[c:18]3[s:19][c:20](-[c:23]4[cH:24][c:25]([C:33]#[N:34])[c:26]([O:29][CH:30]([CH3:31])[CH3:32])[cH:27][cH:28]4)[n:21][n:22]3)[cH:14][cH:15][cH:16][c:17]21. Starting materials: CC(=O)O (HOAc), C(#N)C1=CC(=C(C=C1NC1=CC(=NS1)C)NC(C(=O)N)CC(F)(F)F)F (2-(4-cyano-2-fluoro-5-(3-methylisothiazol-5-ylamino)phenylamino)-4,4,4-trifluorobutanamide), [OH-].[Na+] (NaOH), OO (H2O2). Run in CCO (EtOH), CS(=O)C (DMSO). Conditions: time 30 minute. The product is NC(C(CC(F)(F)F)NC1=CC(=C(C(=O)N)C=C1F)NC1=CC(=NS1)C)=O (4-(1-amino-4,4,4-trifluoro-1-oxobutan-2-ylamino)-5-fluoro-2-(3-methylisothiazol-5-ylamino)benzamide). Reaction SMILES: [C:1]([C:3]1[C:8]([NH:9][C:10]2[S:14][N:13]=[C:12]([CH3:15])[CH:11]=2)=[CH:7][C:6]([NH:16][CH:17]([CH2:21][C:22]([F:25])([F:24])[F:23])[C:18]([NH2:20])=[O:19])=[C:5]([F:26])[CH:4]=1)#[N:2].[OH-].[Na+].OO.CC(O)=[O:33]>CCO.CS(C)=O>[NH2:20][C:18](=[O:19])[CH:17]([NH:16][C:6]1[C:5]([F:26])=[CH:4][C:3]([C:1]([NH2:2])=[O:33])=[C:8]([NH:9][C:10]2[S:14][N:13]=[C:12]([CH3:15])[CH:11]=2)[CH:7]=1)[CH2:21][C:22]([F:23])([F:25])[F:24] |f:1.2|. Procedure: To a solution of 2-(4-cyano-2-fluoro-5-(3-methylisothiazol-5-ylamino)phenylamino)-4,4,4-trifluorobutanamide (98 mg, 0.250 mmol) in EtOH (2 mL) and DMSO (1 mL), aq. 1N NaOH (1 mL, 1.0 mmol) and aq. H2O2 (50%, 1 mL) were added. The mixture was stirred at room temperature for 30 min. HOAc (1 mL) was added. The mixture was purified by HPLC to give the titled compound (28 mg). MS 406.1 (M+H); UV 204.7, 287.8 nm. Starting materials: NN (NH2NH2), C1(=CC=CC=C1)S(=O)(=O)C(C#N)=CN(C)C (2-benzenesulphonyl-3-dimethylamino-acrylonitrile). The solvent is CCO (EtOH). Run at time 5 hour. Product: C1(=CC=CC=C1)S(=O)(=O)C=1C(=NNC1)N (4-benzenesulphonyl-1H-pyrazol-3-ylamine). The yield is 29.2%. RXN SMILES: [NH2:1]N.[C:3]1([S:9]([C:12](=[CH:15][N:16](C)C)[C:13]#[N:14])(=[O:11])=[O:10])[CH:8]=[CH:7][CH:6]=[CH:5][CH:4]=1>CCO>[C:3]1([S:9]([C:12]2[C:15]([NH2:16])=[N:1][NH:14][CH:13]=2)(=[O:10])=[O:11])[CH:4]=[CH:5][CH:6]=[CH:7][CH:8]=1. Procedure details: 2.05 ml (40.9 mmol) of NH2NH2 were added to a solution of 9.08 g (38.3 mmol) of 2-benzenesulphonyl-3-dimethylamino-acrylonitrile in 60 ml of EtOH and stirred at 40° for 5 hrs. The reaction solution was evaporated and the residue was partitioned between H2O and CH2Cl2. The aqueous phase was washed three times with CH2Cl2, and the combined organic phases were dried (MgSO4), filtered and evaporated. Chromatography (SiO2, CH2Cl2/MeOH 10:1) yielded 2.5 g (30%) of 4-benzenesulphonyl-1H-pyrazol-3-ylami...